From a dataset of the Open Reaction Database (ORD), a public repository of structured organic reaction records. describe an organic reaction: reactants, conditions, products, and yield The reactants are [OH-].[Na+] (NaOH), NC1=C(C(C(=O)OC)=CC=C1O)C(=O)OC (dimethyl 3-amino-4-hydroxyphthalate). Run in C(C)O (ethanol), O (H2O). Product: NC1=C(C(C(=O)O)=CC=C1O)C(=O)O (3-amino-4-hydroxyphthalic acid). Reaction SMILES: [NH2:1][C:2]1[C:11]([OH:12])=[CH:10][CH:9]=[C:4]([C:5]([O:7]C)=[O:6])[C:3]=1[C:13]([O:15]C)=[O:14].[OH-].[Na+]>C(O)C.O>[NH2:1][C:2]1[C:11]([OH:12])=[CH:10][CH:9]=[C:4]([C:5]([OH:7])=[O:6])[C:3]=1[C:13]([OH:15])=[O:14] |f:1.2|. Procedure details: A solution of dimethyl 3-amino-4-hydroxyphthalate C1-4 (11.25 g, 50 mmol) and NaOH (14.0 g, 350 mmol) in ethanol (140 mL) and H2O (50 mL) was stirred at 70° C. overnight. LCMS indicated that the reaction was complete. The reaction mixture was concentrated in vacuo, neutralized to pH<3, and filtered to yield 3-amino-4-hydroxyphthalic acid C1-5 as a white solid (9.6 g, yield: 97%), which was used directly in the next step without further purification. Starting materials: BrC1=CC=C(C=C1)C1=C(C(=NO1)C)C(CCCC1=CC=CC=C1)O[Si](C)(C)C(C)(C)C (5-(4-bromo-phenyl)-4-[1-(tert-butyl-dimethyl-silanyloxy)-4-phenyl-butyl]-3-methyl-isoxazole), C(C)OC(CC1(CC1)C1=CC=C(C=C1)B1OC(C(O1)(C)C)(C)C)=O ({1-[4-(4,4,5,5-tetramethyl-[1,3,2]dioxaborolan-2-yl)-phenyl]-cyclopropyl}-acetic acid ethyl ester). Yields the product C(C)OC(CC1(CC1)C1=CC=C(C=C1)C1=CC=C(C=C1)C1=C(C(=NO1)C)C(CCCC1=CC=CC=C1)O[Si](C)(C)C(C)(C)C)=O ([1-(4′-{4-[1-(tert-butyl-dimethyl-silanyloxy)-4-phenyl-butyl]-3-methyl-isoxazol-5-yl}-biphenyl-4-yl)-cyclopropyl]-acetic acid ethyl ester). As a reaction SMILES: Br[C:2]1[CH:7]=[CH:6][C:5]([C:8]2[O:12][N:11]=[C:10]([CH3:13])[C:9]=2[CH:14]([O:24][Si:25]([C:28]([CH3:31])([CH3:30])[CH3:29])([CH3:27])[CH3:26])[CH2:15][CH2:16][CH2:17][C:18]2[CH:23]=[CH:22][CH:21]=[CH:20][CH:19]=2)=[CH:4][CH:3]=1.[CH2:32]([O:34][C:35](=[O:55])[CH2:36][C:37]1([C:40]2[CH:45]=[CH:44][C:43](B3OC(C)(C)C(C)(C)O3)=[CH:42][CH:41]=2)[CH2:39][CH2:38]1)[CH3:33]>>[CH2:32]([O:34][C:35](=[O:55])[CH2:36][C:37]1([C:40]2[CH:45]=[CH:44][C:43]([C:2]3[CH:3]=[CH:4][C:5]([C:8]4[O:12][N:11]=[C:10]([CH3:13])[C:9]=4[CH:14]([O:24][Si:25]([C:28]([CH3:30])([CH3:29])[CH3:31])([CH3:27])[CH3:26])[CH2:15][CH2:16][CH2:17][C:18]4[CH:23]=[CH:22][CH:21]=[CH:20][CH:19]=4)=[CH:6][CH:7]=3)=[CH:42][CH:41]=2)[CH2:39][CH2:38]1)[CH3:33]. Procedure: Prepared according to the procedure described in Example 1, Step 7, using 5-(4-bromo-phenyl)-4-[1-(tert-butyl-dimethyl-silanyloxy)-4-phenyl-butyl]-3-methyl-isoxazole and {1-[4-(4,4,5,5-tetramethyl-[1,3,2]dioxaborolan-2-yl)-phenyl]-cyclopropyl}-acetic acid ethyl ester. Reactants: Br, CCO, NC1CCc2c(ccc(O)c2O)C1O, O=CCCc1ccccc1. The product is Oc1ccc2c(c1O)CCC(N=CCCc1ccccc1)C2O. As a reaction SMILES: [BrH:11].[CH3:26][CH2:27][OH:28].[NH2:12][CH:13]1[CH:14]([OH:25])[c:15]2[cH:16][cH:17][c:18]([OH:24])[c:19]([OH:23])[c:20]2[CH2:21][CH2:22]1.[c:1]1([CH2:7][CH2:8][CH:9]=[O:10])[cH:2][cH:3][cH:4][cH:5][cH:6]1>>[c:1]1([CH2:7][CH2:8][CH:9]=[N:12][CH:13]2[CH:14]([OH:25])[c:15]3[cH:16][cH:17][c:18]([OH:24])[c:19]([OH:23])[c:20]3[CH2:21][CH2:22]2)[cH:2][cH:3][cH:4][cH:5][cH:6]1. Reported procedure: The title compound is prepared in a manner substantially analogous to Procedures QQ and B′ starting from commercially available (4-Bromo-phenyl)-cyclopropyl-methanone and (4-carboxy-3-fluorophenyl)boronic acid (CAS#120153-08-4), then 2-(R)-Methyl-1-(2-(S)-pyrrolidinylmethyl)pyrrolidine. MS (M+H) 435.2 The reactants are BrC1=CC=C(C=C1)C(=O)C1CC1 ((4-Bromo-phenyl)-cyclopropyl-methanone), C(=O)(O)C1=C(C=C(C=C1)B(O)O)F ((4-carboxy-3-fluorophenyl)boronic acid), C[C@H]1N(CCC1)C[C@H]1NCCC1 (2-(R)-Methyl-1-(2-(S)-pyrrolidinylmethyl)pyrrolidine). Reaction SMILES: Br[C:2]1[CH:7]=[CH:6][C:5]([C:8]([CH:10]2[CH2:12][CH2:11]2)=[O:9])=[CH:4][CH:3]=1.[C:13]([C:16]1[CH:21]=[CH:20][C:19](B(O)O)=[CH:18][C:17]=1[F:25])([OH:15])=O.[CH3:26][C@@H:27]1[CH2:31][CH2:30][CH2:29][N:28]1[CH2:32][C@@H:33]1[CH2:37][CH2:36][CH2:35][NH:34]1>>[CH:10]1([C:8]([C:5]2[CH:6]=[CH:7][C:2]([C:19]3[CH:20]=[CH:21][C:16]([C:13]([N:34]4[CH2:35][CH2:36][CH2:37][C@H:33]4[CH2:32][N:28]4[CH2:29][CH2:30][CH2:31][C@H:27]4[CH3:26])=[O:15])=[C:17]([F:25])[CH:18]=3)=[CH:3][CH:4]=2)=[O:9])[CH2:12][CH2:11]1. The product is C1(CC1)C(=O)C1=CC=C(C=C1)C1=CC(=C(C=C1)C(=O)N1[C@@H](CCC1)CN1[C@@H](CCC1)C)F (Cyclopropyl-{3′-fluoro-4′-[2-(S)-(2-(R)-methyl-pyrrolidin-1-ylmethyl)-pyrrolidine-1-carbonyl]-biphenyl-4-yl}-methanone). Reactants: C(C1=CC=CC=C1)OC1=CC=C(C(=O)N(C)OC)C=C1 (4-benzyloxy-N-methoxy-N-methyl-benzamide), C(C)(C)[Si](OCC1=CC=C(C(=O)O)C=C1)(C(C)C)C(C)C (4-Triisopropylsilanyloxymethyl-benzoic acid). Product: CON(C(C1=CC=C(C=C1)CO[Si](C(C)C)(C(C)C)C(C)C)=O)C (N-Methoxy-N-methyl-4-triisopropylsilanyloxymethyl-benzamide). As a reaction SMILES: C(O[C:9]1[CH:20]=[CH:19][C:12]([C:13]([N:15]([O:17][CH3:18])[CH3:16])=[O:14])=[CH:11][CH:10]=1)C1C=CC=CC=1.[CH:21]([Si:24]([CH:39]([CH3:41])[CH3:40])([CH:36]([CH3:38])[CH3:37])[O:25][CH2:26]C1C=CC(C(O)=O)=CC=1)([CH3:23])[CH3:22]>>[CH3:18][O:17][N:15]([CH3:16])[C:13](=[O:14])[C:12]1[CH:11]=[CH:10][C:9]([CH2:26][O:25][Si:24]([CH:21]([CH3:23])[CH3:22])([CH:39]([CH3:41])[CH3:40])[CH:36]([CH3:38])[CH3:37])=[CH:20][CH:19]=1. Procedure: Following the procedure for the preparation of 4-benzyloxy-N-methoxy-N-methyl-benzamide but substituting 4-Triisopropylsilanyloxymethyl-benzoic acid provided the title compound. MS: (M+H m/z=352.1). Reactants: C(C)(=O)OC=1C=C2C=CC(=CC2=CC1)C(=O)O (6-acetoxy-2-naphthoic acid). Run in O (water). Reaction conditions: time 4 hour. Product: OC=1C=C2C=CC(=CC2=CC1)C(=O)O (6-hydroxy-2-naphthoic acid). As a reaction SMILES: C([O:4][C:5]1[CH:6]=[C:7]2[C:12](=[CH:13][CH:14]=1)[CH:11]=[C:10]([C:15]([OH:17])=[O:16])[CH:9]=[CH:8]2)(=O)C>O>[OH:4][C:5]1[CH:6]=[C:7]2[C:12](=[CH:13][CH:14]=1)[CH:11]=[C:10]([C:15]([OH:17])=[O:16])[CH:9]=[CH:8]2. Procedure: 100 parts of a moist 6-acetoxy-2-naphthoic acid containing 60 parts of water, such as obtainable, for example, according to the above Example 6 before this product has been dried, are stirred in 300 parts of an about 70% aqueous sulfuric acid solution at a temperature between 90° and 100° C. for 4 hours. The 6-hydroxy-2-naphthoic acid which is formed and which precipitates, is filtered off after the reaction batch has been cooled to 70° to 80° C., washed with hot water and dried. 31 parts of a p...